From a dataset of the Open Reaction Database (ORD), a public repository of structured organic reaction records. describe an organic reaction: reactants, conditions, products, and yield Product: O=Cc1cc2c(cn1)OCCCO2. Starting materials: ClC(Cl)Cl, OCc1cc2c(cn1)OCCCO2. As a reaction SMILES: [CH:14]([Cl:15])([Cl:16])[Cl:17].[O:1]1[CH2:2][CH2:3][CH2:4][O:5][c:6]2[cH:7][n:8][c:9]([CH2:12][OH:13])[cH:10][c:11]21>>[O:1]1[CH2:2][CH2:3][CH2:4][O:5][c:6]2[cH:7][n:8][c:9]([CH:12]=[O:13])[cH:10][c:11]21. The reactants are resultant mixture, BrCCCBr (1,3-Dibromopropane), C(C)(C)(C)OC(=O)N1CCNCC1 (piperazine-1-carboxylic acid tert-butyl ester), C(C)(C)N(CC)C(C)C (diisopropylethylamine), C([O-])(O)=O.[Na+] (sodium bicarbonate). Solvent: O1CCOCC1 (1,4-dioxane), C(C)(=O)OCC (ethyl acetate). Yields the product C(C)(C)(C)OC(=O)N1CCN(CC1)CCCBr (4-(3-bromopropyl)-piperazine-1-carboxylic acid tert-butyl ester). The yield is 70.4%. As a reaction SMILES: [Br:1][CH2:2][CH2:3][CH2:4]Br.[C:6]([O:10][C:11]([N:13]1[CH2:18][CH2:17][NH:16][CH2:15][CH2:14]1)=[O:12])([CH3:9])([CH3:8])[CH3:7].C(N(C(C)C)CC)(C)C.C(=O)(O)[O-].[Na+]>O1CCOCC1.C(OCC)(=O)C>[C:6]([O:10][C:11]([N:13]1[CH2:18][CH2:17][N:16]([CH2:4][CH2:3][CH2:2][Br:1])[CH2:15][CH2:14]1)=[O:12])([CH3:9])([CH3:7])[CH3:8] |f:3.4|. Procedure: 1,3-Dibromopropane (6.78 mL, 66.8 mmol) is added to a stirred solution of piperazine-1-carboxylic acid tert-butyl ester (4.15 g, 22.2 mmol) and diisopropylethylamine (7.73 mL, 44.4 mmol) in anhydrous 1,4-dioxane (40 mL). The resultant mixture is heated in an oil bath at 90° C. for 20 hours. At ambient temperature ethyl acetate (160 mL) and half-saturated aqueous sodium bicarbonate (NaHCO3) (120 mL) are added to the mixture. The organic layer is separated, dried over magnesium sulfate, filtered, ...